describe an organic reaction: reactants, conditions, products, and yield From a dataset of the Open Reaction Database (ORD), a public repository of structured organic reaction records. Starting materials: C(C)(=O)O (acetic acid), FC=1C=CC2=C(C(CCO2)(C(=O)OC)CCNOCC2=CC=CC=C2)C1 (methyl 2,3-dihydro-6-fluoro-4-(2-(benzyloxyamino)ethyl)-4H-1-benzopyran-4-carboxylate), 1-M, C(C)(C)[N-]C(C)C.[Li+] (lithium diisopropylamide). Solvent: O1CCCC1 (tetrahydrofuran), O1CCCC1 (tetrahydrofuran). The product is C(C1=CC=CC=C1)ON1C(C2(CC1)CCOC1=C2C=C(C=C1)F)=O (1'-benzyloxy-2,3-dihydro-6-fluoro-spiro-(4H-1-benzopyran-4,3'-pyrrolidine)-2'-one). Reaction SMILES: [F:1][C:2]1[CH:3]=[CH:4][C:5]2[O:10][CH2:9][CH2:8][C:7]([CH2:15][CH2:16][NH:17][O:18][CH2:19][C:20]3[CH:25]=[CH:24][CH:23]=[CH:22][CH:21]=3)([C:11](OC)=[O:12])[C:6]=2[CH:26]=1.C([N-]C(C)C)(C)C.[Li+].C(O)(=O)C>O1CCCC1>[CH2:19]([O:18][N:17]1[CH2:16][CH2:15][C:7]2([C:6]3[CH:26]=[C:2]([F:1])[CH:3]=[CH:4][C:5]=3[O:10][CH2:9][CH2:8]2)[C:11]1=[O:12])[C:20]1[CH:25]=[CH:24][CH:23]=[CH:22][CH:21]=1 |f:1.2|. Procedure details: To a solution of methyl 2,3-dihydro-6-fluoro-4-(2-(benzyloxyamino)ethyl)-4H-1-benzopyran-4-carboxylate (3.1 g) in anhydrous tetrahydrofuran at -78° C. was added a solution of 1-M lithium diisopropylamide (9.0 mL) in tetrahydrofuran. After 1 hour acetic acid (1 mL) was added, and the solution concentrated in vacuo. The residue was partitioned between ethyl acetate and 1N HCl, and organic layers washed with 1N HCl, saturated aqueous sodium bicarbonate, brine, dried over sodium sulfate, filtered an... Starting materials: CC1CCC(CC1)=O (4-methylcyclohexanone), Cl.N(N)C1=C(C(=O)O)C=CC=C1 (2-hydrazinobenzoic acid hydrochloride), O (water). Solvent: C(C)(=O)O (acetic acid). Product: CC1CC=2C=3C=CC=C(C3NC2CC1)C(=O)O (6-methyl-5,6,7,8-tetrahydro-9H-carbazole-1-carboxylic acid). Isolated yield 87.2%. RXN SMILES: Cl.[NH:2]([C:4]1[CH:12]=[CH:11][CH:10]=[CH:9][C:5]=1[C:6]([OH:8])=[O:7])N.[CH3:13][CH:14]1[CH2:19][CH2:18][C:17](=O)[CH2:16][CH2:15]1.O>C(O)(=O)C>[CH3:13][CH:14]1[CH2:19][CH2:18][C:17]2[NH:2][C:4]3[C:5]([C:6]([OH:8])=[O:7])=[CH:9][CH:10]=[CH:11][C:12]=3[C:16]=2[CH2:15]1 |f:0.1|. Reported procedure: A suspension of 2.0 g (10.6 mmol) of 2-hydrazinobenzoic acid hydrochloride in acetic acid (20 ml) was slowly boiled under stirring and 1.2 ml (9.8 mmol) of 4-methylcyclohexanone was dropped thereinto. The obtained mixture was heated under reflux for 8 hours and then allowed to cool. After adding water, the precipitate thus formed was recovered by filtration, washed with water and dried to thereby give 1.96 g of 6-methyl-5,6,7,8-tetrahydro-9H-carbazole-1-carboxylic acid. This product was dissolve... Starting materials: ClC1=NN=C(C2=CC=CC=C12)C1=C(C=CC2=CC=C(C=C12)OC)OS(=O)(=O)C(F)(F)F (trifluoromethanesulfonic acid 1-(4-chlorophthalazin-1-yl)-7-methoxynaphthalen-2-yl ester), C1(=CC=CC=C1)[C@@H](C)N ((R)-1-phenylethylamine). Reaction conditions: temperature 23 celsius. Product: COC1=CC=C2C=CC(=C(C2=C1)C1=NN=C(C2=CC=CC=C12)N[C@H](C)C1=CC=CC=C1)OS(=O)(=O)C(F)(F)F (Trifluoromethanesulfonic acid 7-methoxy-1-[4-((R)-1-phenylethylamino)-phthalazin-1-yl]naphthalen-2-yl ester). Isolated yield 80.9%. As a reaction SMILES: Cl[C:2]1[C:11]2[C:6](=[CH:7][CH:8]=[CH:9][CH:10]=2)[C:5]([C:12]2[C:21]3[C:16](=[CH:17][CH:18]=[C:19]([O:22][CH3:23])[CH:20]=3)[CH:15]=[CH:14][C:13]=2[O:24][S:25]([C:28]([F:31])([F:30])[F:29])(=[O:27])=[O:26])=[N:4][N:3]=1.[C:32]1([C@H:38]([NH2:40])[CH3:39])[CH:37]=[CH:36][CH:35]=[CH:34][CH:33]=1>>[CH3:23][O:22][C:19]1[CH:20]=[C:21]2[C:16]([CH:15]=[CH:14][C:13]([O:24][S:25]([C:28]([F:31])([F:30])[F:29])(=[O:27])=[O:26])=[C:12]2[C:5]2[C:6]3[C:11](=[CH:10][CH:9]=[CH:8][CH:7]=3)[C:2]([NH:40][C@@H:38]([C:32]3[CH:37]=[CH:36][CH:35]=[CH:34][CH:33]=3)[CH3:39])=[N:3][N:4]=2)=[CH:17][CH:18]=1. Procedure: A solution of trifluoromethanesulfonic acid 1-(4-chlorophthalazin-1-yl)-7-methoxynaphthalen-2-yl ester (2.2 g, 4.7 mmol) in (R)-1-phenylethylamine (3.5 ml, 27 mmol) was stirred for 8 hrs at 130° C., then cooled to 23° C. The resulting viscous mixture was purified by flash chromatography on silica gel (toluene/EtOAc 5:1 to 3:1) to give 2.1 g (3.8 mmol) of the title compound as a 1:1 mixture of diastereomers as a light brown foam. Starting materials: C(C=1C(C(=O)OCC=C)=CC=CC1)(=O)OCC=C (diallyl phthalate), ClC=1C(=C(C(=C(C1C(=O)[O-])C(=O)[O-])Cl)Cl)Cl.[Na+].[Na+] (disodium tetrachlorophthalate), C(C=C)Cl (allyl chloride), C(C=C)Cl (allyl chloride), C(C=1C(C(=O)O)=CC=CC1)(=O)O (phthalic acid), cuprous. The product is ClC=1C(=C(C(=C(C1C(=O)OCC=C)C(=O)OCC=C)Cl)Cl)Cl (Diallyl tetrachlorophthalate). As a reaction SMILES: [C:1](OCC=C)(=O)[C:2]1C(=CC=C[CH:13]=1)C(OCC=C)=O.[CH2:19](Cl)[CH:20]=[CH2:21].C(O)(=O)C1C(=CC=CC=1)C(O)=O.[Cl:35][C:36]1[C:37]([Cl:50])=[C:38]([Cl:49])[C:39]([Cl:48])=[C:40]([C:45]([O-:47])=[O:46])[C:41]=1[C:42]([O-:44])=[O:43].[Na+].[Na+]>>[Cl:35][C:36]1[C:37]([Cl:50])=[C:38]([Cl:49])[C:39]([Cl:48])=[C:40]([C:45]([O:47][CH2:21][CH:20]=[CH2:19])=[O:46])[C:41]=1[C:42]([O:44][CH2:13][CH:2]=[CH2:1])=[O:43] |f:3.4.5|. Reported procedure: Using a method similar to the known preparation of diallyl phthalate by reacting allyl chloride with metal salts of phthalic acid, Matsumoto et al prepared DATCP by reacting disodium tetrachlorophthalate with 2 moles of allyl chloride in an aqueous solution containing cuprous ions. Diallyl tetrachlorophthalate was also produced by Guseinov et al who reacted the anhydride with 3 moles of allyl alcohol plus 1 mole of hydrochloric acid in a benzene solution (Azerbaizhan Chemical Journal, No. 6, (19... Reactants: Nc1ccc(C(=O)CCCN2CCC(OC(=O)c3cc(Cl)c(N)c4c3OCC4)CC2)cc1[N+](=O)[O-], C1CCOC1. The product is Nc1ccc(C(=O)CCCN2CCC(OC(=O)c3cc(Cl)c(N)c4c3OCC4)CC2)cc1N. RXN SMILES: [NH2:1][c:2]1[c:3]([Cl:35])[cH:4][c:5]([C:11](=[O:12])[O:13][CH:14]2[CH2:15][CH2:16][N:17]([CH2:20][CH2:21][CH2:22][C:23](=[O:24])[c:25]3[cH:26][c:27]([N+:32]([O-:33])=[O:34])[c:28]([NH2:31])[cH:29][cH:30]3)[CH2:18][CH2:19]2)[c:6]2[c:7]1[CH2:8][CH2:9][O:10]2.[O:36]1[CH2:37][CH2:38][CH2:39][CH2:40]1>>[NH2:1][c:2]1[c:3]([Cl:35])[cH:4][c:5]([C:11](=[O:12])[O:13][CH:14]2[CH2:15][CH2:16][N:17]([CH2:20][CH2:21][CH2:22][C:23](=[O:24])[c:25]3[cH:26][c:27]([NH2:32])[c:28]([NH2:31])[cH:29][cH:30]3)[CH2:18][CH2:19]2)[c:6]2[c:7]1[CH2:8][CH2:9][O:10]2.